From a dataset of the Open Reaction Database (ORD), a public repository of structured organic reaction records. describe an organic reaction: reactants, conditions, products, and yield Reactants: N1=CC(=CC=C1)N (pyridin-3-amine), BrC=1C=CC(=C(C(=O)O)C1)OCC1=CC=C(C=C1)C#N (5-bromo-2-{[(4-cyanophenyl)methyl]oxy}benzoic acid), Cl.CN(CCCN=C=NCC)C (1-(3-Dimethylaminopropyl)-3-ethylcarbodiimide hydrochloride), ON1N=NC2=C1C=CC=C2 (1-Hydroxybenzotriazole). Run in CN(C)C=O (DMF). Conditions: temperature 20 celsius, time 16 hour. The product is BrC=1C=CC(=C(C(=O)NC=2C=NC=CC2)C1)OCC1=CC=C(C=C1)C#N (5-Bromo-2-{[(4-cyanophenyl)methyl]oxy}-N-3-pyridinylbenzamide). As a reaction SMILES: [N:1]1[CH:6]=[CH:5][CH:4]=[C:3]([NH2:7])[CH:2]=1.[Br:8][C:9]1[CH:10]=[CH:11][C:12]([O:18][CH2:19][C:20]2[CH:25]=[CH:24][C:23]([C:26]#[N:27])=[CH:22][CH:21]=2)=[C:13]([CH:17]=1)[C:14](O)=[O:15].Cl.CN(C)CCCN=C=NCC.ON1C2C=CC=CC=2N=N1>CN(C=O)C>[Br:8][C:9]1[CH:10]=[CH:11][C:12]([O:18][CH2:19][C:20]2[CH:21]=[CH:22][C:23]([C:26]#[N:27])=[CH:24][CH:25]=2)=[C:13]([CH:17]=1)[C:14]([NH:7][C:3]1[CH:2]=[N:1][CH:6]=[CH:5][CH:4]=1)=[O:15] |f:2.3|. Procedure: Solid pyridin-3-amine (82 mg, 0.873 mmol) was added in one charge to a stirred solution of 5-bromo-2-{[(4-cyanophenyl)methyl]oxy}benzoic acid (may be prepared as described in Description 24; 145 mg, 0.44 mmol), 1-(3-Dimethylaminopropyl)-3-ethylcarbodiimide hydrochloride (100 mg, 0.52 mmol) and 1-Hydroxybenzotriazole (70.8 mg, 0.52 mmol) in DMF (15 ml) under nitrogen at 20° C. The reaction mixture was stirred at 20° C. for 16 h. The organic phase was washed with water (25 ml), extracted with ethy... The reactants are COCCOCOC=1C=C(CN)C=CC1 (3-[(2-Methoxyethoxy)-methoxy]-benzylamine), ClC1=NC2=CC=CC=C2C=C1 (2-chloroquinoline), O.C1(=CC=C(C=C1)S(=O)(=O)O)C (p-toluene sulphonic acid monohydrate). Run in O (water), CS(=O)C (DMSO). Reaction conditions: temperature 140 celsius, time 3 hour. The product is N1=C(C=CC2=CC=CC=C12)NCC=1C=C(C=CC1)O (3-(Quinolin-2-ylaminomethyl)-phenol). RXN SMILES: COCCOC[O:7][C:8]1[CH:9]=[C:10]([CH:13]=[CH:14][CH:15]=1)[CH2:11][NH2:12].Cl[C:17]1[CH:26]=[CH:25][C:24]2[C:19](=[CH:20][CH:21]=[CH:22][CH:23]=2)[N:18]=1.O.C1(C)C=CC(S(O)(=O)=O)=CC=1>CS(C)=O.O>[N:18]1[C:19]2[C:24](=[CH:23][CH:22]=[CH:21][CH:20]=2)[CH:25]=[CH:26][C:17]=1[NH:12][CH2:11][C:10]1[CH:9]=[C:8]([OH:7])[CH:15]=[CH:14][CH:13]=1 |f:2.3|. Procedure details: To a solution of 3-[(2-methoxyethoxy)-methoxy]-benzylamine (422 mg, 2 mmol, example 9) in DMSO (4 mL) is added 2-chloroquinoline (328 mg, 2 mmol). The resulting solution is warmed to 140° C. and stirred at this temperature for 3 h. The resulting mixture is cooled, diluted with water, then extracted with ethyl acetate. The organic extract is washed with brine, dried over MgSO4 and concentrated. The residue is taken up in methanol (10 mL) then p-toluene sulphonic acid monohydrate (190 mg, 1 mmol) ... Starting materials: O=C([O-])O, CCOC(C)=O, Cl, O=C(OC(=O)C(F)(F)F)C(F)(F)F, Nc1nc(Cl)ccc1C=NO, [Na+], C1COCCO1, c1ccncc1. Product: N#Cc1ccc(Cl)nc1N. RXN SMILES: [C:44](=[O:45])([OH:46])[O-:47].[CH3:38][CH2:39][O:40][C:41](=[O:42])[CH3:43].[ClH:1].[F:19][C:20]([F:21])([F:22])[C:23]([O:24][C:25](=[O:26])[C:27]([F:28])([F:29])[F:30])=[O:31].[NH2:2][c:3]1[n:4][c:5]([Cl:12])[cH:6][cH:7][c:8]1[CH:9]=[N:10][OH:11].[Na+:48].[O:32]1[CH2:33][CH2:34][O:35][CH2:36][CH2:37]1.[cH:13]1[cH:14][cH:15][n:16][cH:17][cH:18]1>>[NH2:2][c:3]1[n:4][c:5]([Cl:12])[cH:6][cH:7][c:8]1[C:9]#[N:10]. Reactants: [Al+3], C1CCOC1, [H-], [H-], [H-], [H-], [Li+], O=C(O)C1CCc2ccccc2O1. As a reaction SMILES: [Al+3:15].[CH2:20]1[O:21][CH2:22][CH2:23][CH2:24]1.[H-:14].[H-:17].[H-:18].[H-:19].[Li+:16].[O:1]1[CH:2]([C:11](=[O:12])[OH:13])[CH2:3][CH2:4][c:5]2[cH:6][cH:7][cH:8][cH:9][c:10]21>>[O:1]1[CH:2]([CH2:11][OH:12])[CH2:3][CH2:4][c:5]2[cH:6][cH:7][cH:8][cH:9][c:10]21. Product: OCC1CCc2ccccc2O1. The reactants are COC(=O)c1ccc(CBr)cc1, CN(CCc1ccc(Oc2ccccc2)cc1)C1CCNCC1, CCOC(C)=O, CCN(C(C)C)C(C)C, CN(C)C=O. The product is COC(=O)c1ccc(CN2CCC(N(C)CCc3ccc(Oc4ccccc4)cc3)CC2)cc1. Reaction SMILES: [Br:33][CH2:34][c:35]1[cH:36][cH:37][c:38]([C:39](=[O:40])[O:41][CH3:42])[cH:43][cH:44]1.[CH3:1][N:2]([CH:3]1[CH2:4][CH2:5][NH:6][CH2:7][CH2:8]1)[CH2:9][CH2:10][c:11]1[cH:12][cH:13][c:14]([O:17][c:18]2[cH:19][cH:20][cH:21][cH:22][cH:23]2)[cH:15][cH:16]1.[CH3:50][CH2:51][O:52][C:53](=[O:54])[CH3:55].[CH:24]([N:25]([CH:26]([CH3:27])[CH3:28])[CH2:29][CH3:30])([CH3:31])[CH3:32].[O:45]=[CH:46][N:47]([CH3:48])[CH3:49]>>[CH3:1][N:2]([CH:3]1[CH2:4][CH2:5][N:6]([CH2:34][c:35]2[cH:36][cH:37][c:38]([C:39](=[O:40])[O:41][CH3:42])[cH:43][cH:44]2)[CH2:7][CH2:8]1)[CH2:9][CH2:10][c:11]1[cH:12][cH:13][c:14]([O:17][c:18]2[cH:19][cH:20][cH:21][cH:22][cH:23]2)[cH:15][cH:16]1. Starting materials: [Li]CCCC, COc1ccc(-c2c(C)noc2-c2cc(Br)c(OCc3ccccc3)cc2OCc2ccccc2)cc1, COC(=O)Cl, C1CCOC1. Product: COC(=O)c1cc(-c2onc(C)c2-c2ccc(OC)cc2)c(OCc2ccccc2)cc1OCc1ccccc1. As a reaction SMILES: [CH2:1]([Li:2])[CH2:3][CH2:4][CH3:5].[CH2:6]([c:7]1[cH:8][cH:9][cH:10][cH:11][cH:12]1)[O:13][c:14]1[c:15](-[c:29]2[c:30](-[c:35]3[cH:36][cH:37][c:38]([O:41][CH3:42])[cH:39][cH:40]3)[c:31]([CH3:34])[n:32][o:33]2)[cH:16][c:17]([Br:28])[c:18]([O:20][CH2:21][c:22]2[cH:23][cH:24][cH:25][cH:26][cH:27]2)[cH:19]1.[Cl:43][C:44](=[O:45])[O:46][CH3:47].[O:48]1[CH2:49][CH2:50][CH2:51][CH2:52]1>>[CH2:6]([c:7]1[cH:8][cH:9][cH:10][cH:11][cH:12]1)[O:13][c:14]1[c:15](-[c:29]2[c:30](-[c:35]3[cH:36][cH:37][c:38]([O:41][CH3:42])[cH:39][cH:40]3)[c:31]([CH3:34])[n:32][o:33]2)[cH:16][c:17]([C:44](=[O:45])[O:46][CH3:47])[c:18]([O:20][CH2:21][c:22]2[cH:23][cH:24][cH:25][cH:26][cH:27]2)[cH:19]1.